From a dataset of the Open Reaction Database (ORD), a public repository of structured organic reaction records. describe an organic reaction: reactants, conditions, products, and yield Run in CO (methanol), CC(=O)C (acetone). Reactants: Cl (hydrochloric acid), C(C)O (ethanol), O1C(COC2=C3CCC(NC3=CC=C2)=O)C1 (5-(2,3-epoxypropoxy)-3,4-dihydrocarbostyril), C1(=CC=CC=C1)N1CCNCC1 (4-phenylpiperazine). Procedure: 4.4 Grams of 5-(2,3-epoxypropoxy)-3,4-dihydrocarbostyril and 3.4 g of 4-phenylpiperazine are dispersed in 60 ml of methanol and reacted at 50°-60° C. for 3 hours. After the reaction is completed, the reaction mixture is concentrated under a reduced pressure. To the residue thus obtained are added 5 ml of concentrated hydrochloric acid and 30 ml of ethanol to dissolve the residue uniformly and further 200 ml of acetone are added. The crystals precipitated are collected by filtration and dried. Re... Reaction SMILES: [O:1]1[CH2:16][CH:2]1[CH2:3][O:4][C:5]1[CH:14]=[CH:13][CH:12]=[C:11]2[C:6]=1[CH2:7][CH2:8][C:9](=[O:15])[NH:10]2.[C:17]1([N:23]2[CH2:28][CH2:27][NH:26][CH2:25][CH2:24]2)[CH:22]=[CH:21][CH:20]=[CH:19][CH:18]=1.[ClH:29].C(O)C>CO.CC(C)=O>[ClH:29].[OH:1][CH:2]([CH2:16][N:26]1[CH2:27][CH2:28][N:23]([C:17]2[CH:22]=[CH:21][CH:20]=[CH:19][CH:18]=2)[CH2:24][CH2:25]1)[CH2:3][O:4][C:5]1[CH:14]=[CH:13][CH:12]=[C:11]2[C:6]=1[CH2:7][CH2:8][C:9](=[O:15])[NH:10]2 |f:6.7|. Product: Cl.OC(COC1=C2CCC(NC2=CC=C1)=O)CN1CCN(CC1)C1=CC=CC=C1 (5-[2-hydroxy-3-(4-phenylpiperazinyl)propoxy]-3,4-dihydrocarbostyril monohydrochloride). The reactants are COc1ccc(CSC2CC(CN(CC(=O)OC(C)(C)C)Cc3cc(F)ccc3F)N(C(=O)OC(C)(C)C)C2)cc1, CCOC(C)=O, Cl. Product: COc1ccc(CSC2CNC(CN(CC(=O)OC(C)(C)C)Cc3cc(F)ccc3F)C2)cc1. As a reaction SMILES: [C:1]([O:2][C:3](=[O:4])[N:8]1[CH:9]([CH2:23][N:24]([CH2:25][c:26]2[c:27]([F:33])[cH:28][cH:29][c:30]([F:32])[cH:31]2)[CH2:34][C:35](=[O:36])[O:37][C:38]([CH3:39])([CH3:40])[CH3:41])[CH2:10][CH:11]([S:13][CH2:14][c:15]2[cH:16][cH:17][c:18]([O:21][CH3:22])[cH:19][cH:20]2)[CH2:12]1)([CH3:5])([CH3:6])[CH3:7].[CH3:43][CH2:44][O:45][C:46]([CH3:47])=[O:48].[ClH:42]>>[NH:8]1[CH:9]([CH2:23][N:24]([CH2:25][c:26]2[c:27]([F:33])[cH:28][cH:29][c:30]([F:32])[cH:31]2)[CH2:34][C:35](=[O:36])[O:37][C:38]([CH3:39])([CH3:40])[CH3:41])[CH2:10][CH:11]([S:13][CH2:14][c:15]2[cH:16][cH:17][c:18]([O:21][CH3:22])[cH:19][cH:20]2)[CH2:12]1. Starting materials: solution, [Li] (lithium), C(C1=CC=CC=C1)N1C[C@H]2C(CCC([C@H]2C1)=O)(C1=CC=CC=C1)C1=CC=CC=C1 ((3aR,7aR)-2-benzyl-7,7-diphenyl-4-perhydroisoindolone), solution, [BH4-] (borohydride), O (water). The solvent is O1CCCC1 (tetrahydrofuran), O1CCCC1 (tetrahydrofuran), C(C)(=O)OCC (ethyl acetate). Conditions: temperature 0 celsius, time 3 hour. The product is C(C1=CC=CC=C1)N1C[C@H]2C(CC[C@H]([C@H]2C1)O)(C1=CC=CC=C1)C1=CC=CC=C1 ((3aR,4R,7aR)-2-benzyl-7,7-diphenyl-4-perhydroisoindolol). Yield: 53.6%. As a reaction SMILES: [Li].[CH2:2]([N:9]1[CH2:17][C@H:16]2[C@H:11]([C:12]([C:25]3[CH:30]=[CH:29][CH:28]=[CH:27][CH:26]=3)([C:19]3[CH:24]=[CH:23][CH:22]=[CH:21][CH:20]=3)[CH2:13][CH2:14][C:15]2=[O:18])[CH2:10]1)[C:3]1[CH:8]=[CH:7][CH:6]=[CH:5][CH:4]=1.[BH4-].O>O1CCCC1.C(OCC)(=O)C>[CH2:2]([N:9]1[CH2:17][C@H:16]2[C@H:11]([C:12]([C:25]3[CH:30]=[CH:29][CH:28]=[CH:27][CH:26]=3)([C:19]3[CH:20]=[CH:21][CH:22]=[CH:23][CH:24]=3)[CH2:13][CH2:14][C@H:15]2[OH:18])[CH2:10]1)[C:3]1[CH:4]=[CH:5][CH:6]=[CH:7][CH:8]=1 |^1:0|. Procedure: 4.0 cm3 of a 1M solution of lithium tri-sec-butylboro-hyride in tetrahydrofuran is added over 5 minutes to a solution, cooled to 0° C., of 1.3 g of (3aR,7aR)-2-benzyl-7,7-diphenyl-4-perhydroisoindolone in 6.0 cm3 of tetrahydrofuran. After stirring for 3 hours at 0° C., 0.5 cm3 of the 1M solution of borohydride is again added to the reaction mixture. After 1 hour at 0° C., followed by the addition of 50 cm3 of water and 50 cm3 of ethyl acetate, the organic phase is decanted, washed with 20 cm3 of... Starting materials: CC(=O)OCC1OC(n2cnc3c(NC4CCCC4)nc(I)nc32)C(OC(C)=O)C1OC(C)=O, CCCC[Sn](C#N)(CCCC)CCCC, CN(C)C=O, c1ccc(P(c2ccccc2)(c2ccccc2)[Pd](P(c2ccccc2)(c2ccccc2)c2ccccc2)(P(c2ccccc2)(c2ccccc2)c2ccccc2)P(c2ccccc2)(c2ccccc2)c2ccccc2)cc1. The product is CC(=O)OCC1OC(n2cnc3c(NC4CCCC4)nc(C#N)nc32)C(OC(C)=O)C1OC(C)=O. Reaction SMILES: [C:1]([CH3:2])(=[O:3])[O:4][CH:5]1[CH:6]([CH2:30][O:31][C:32]([CH3:33])=[O:34])[O:7][CH:8]([n:14]2[c:15]3[n:16][c:17]([I:29])[n:18][c:19]([NH:23][CH:24]4[CH2:25][CH2:26][CH2:27][CH2:28]4)[c:20]3[n:21][cH:22]2)[CH:9]1[O:10][C:11]([CH3:12])=[O:13].[CH2:35]([Sn:36]([CH2:37][CH2:38][CH2:39][CH3:40])([CH2:41][CH2:42][CH2:43][CH3:44])[C:48]#[N:49])[CH2:45][CH2:46][CH3:47].[CH3:50][N:51]([CH3:52])[CH:53]=[O:54].[cH:55]1[cH:56][cH:57][c:58]([P:59]([Pd:60]([P:61]([c:62]2[cH:63][cH:64][cH:65][cH:66][cH:67]2)([c:68]2[cH:69][cH:70][cH:71][cH:72][cH:73]2)[c:74]2[cH:75][cH:76][cH:77][cH:78][cH:79]2)([P:80]([c:81]2[cH:82][cH:83][cH:84][cH:85][cH:86]2)([c:87]2[cH:88][cH:89][cH:90][cH:91][cH:92]2)[c:93]2[cH:94][cH:95][cH:96][cH:97][cH:98]2)[P:99]([c:100]2[cH:101][cH:102][cH:103][cH:104][cH:105]2)([c:106]2[cH:107][cH:108][cH:109][cH:110][cH:111]2)[c:112]2[cH:113][cH:114][cH:115][cH:116][cH:117]2)([c:118]2[cH:119][cH:120][cH:121][cH:122][cH:123]2)[c:124]2[cH:125][cH:126][cH:127][cH:128][cH:129]2)[cH:130][cH:131]1>>[C:1]([CH3:2])(=[O:3])[O:4][CH:5]1[CH:6]([CH2:30][O:31][C:32]([CH3:33])=[O:34])[O:7][CH:8]([n:14]2[c:15]3[n:16][c:17]([C:48]#[N:49])[n:18][c:19]([NH:23][CH:24]4[CH2:25][CH2:26][CH2:27][CH2:28]4)[c:20]3[n:21][cH:22]2)[CH:9]1[O:10][C:11]([CH3:12])=[O:13]. Starting materials: S(=O)(Cl)Cl (thionylchloride), OC1C2=C(OCC3=C1C=CC=C3)C=CC(=C2)C(=O)OC (methyl 6,11-dihydro-11-hydroxydibenz[b,e]oxepin-2-carboxylate), S(=O)(Cl)Cl (thionyl chloride). Solvent: C1=CC=CC=C1 (benzene). Yields the product S(=O)(Cl)Cl (thionyl chloride), ClC1C2=C(OCC3=C1C=CC=C3)C=CC(=C2)C(=O)OC (Methyl 6,11-Dihydro-11-chlorodibenz[b,e]oxepin-2-carboxylate). Isolated yield 100.0%. Reaction SMILES: O[CH:2]1[C:8]2[CH:9]=[CH:10][CH:11]=[CH:12][C:7]=2[CH2:6][O:5][C:4]2[CH:13]=[CH:14][C:15]([C:17]([O:19][CH3:20])=[O:18])=[CH:16][C:3]1=2.[S:21]([Cl:24])([Cl:23])=[O:22]>C1C=CC=CC=1>[S:21]([Cl:24])([Cl:23])=[O:22].[Cl:23][CH:2]1[C:8]2[CH:9]=[CH:10][CH:11]=[CH:12][C:7]=2[CH2:6][O:5][C:4]2[CH:13]=[CH:14][C:15]([C:17]([O:19][CH3:20])=[O:18])=[CH:16][C:3]1=2. Procedure: Reflux 3.14 gm. of methyl 6,11-dihydro-11-hydroxydibenz[b,e]oxepin-2-carboxylate and 15 cc. of thionyl chloride for 10 minutes. Evaporate excess thionylchloride. Remove traces of thionyl chloride by co-distillation with benzene to obtain the title product (yield 3.35 gm., 100%). Starting materials: NC=1C=CC(=C(C1)[C@]1(N=C(OC(C1(F)F)(C)C)N)C)F ((R)-4-(5-amino-2-fluoro-phenyl)-5,5-difluoro-4,6,6-trimethyl-5,6-dihydro-4H-[1,3]oxazin-2-ylamine), C(#N)C=1C=CC(=NC1)C(=O)O (5-cyano-pyridine-2-carboxylic acid). Product: NC=1OC(C([C@@](N1)(C)C=1C=C(C=CC1F)NC(=O)C1=NC=C(C=C1)C#N)(F)F)(C)C (5-Cyano-pyridine-2-carboxylic acid [3-((R)-2-amino-5,5-difluoro-4,6,6-trimethyl-5,6-dihydro-4H-[1,3]oxazin-4-yl)-4-fluoro-phenyl]-amide). Reaction SMILES: [NH2:1][C:2]1[CH:3]=[CH:4][C:5]([F:20])=[C:6]([C@:8]2([CH3:19])[C:13]([F:15])([F:14])[C:12]([CH3:17])([CH3:16])[O:11][C:10]([NH2:18])=[N:9]2)[CH:7]=1.[C:21]([C:23]1[CH:24]=[CH:25][C:26]([C:29](O)=[O:30])=[N:27][CH:28]=1)#[N:22]>>[NH2:18][C:10]1[O:11][C:12]([CH3:16])([CH3:17])[C:13]([F:14])([F:15])[C@:8]([C:6]2[CH:7]=[C:2]([NH:1][C:29]([C:26]3[CH:25]=[CH:24][C:23]([C:21]#[N:22])=[CH:28][N:27]=3)=[O:30])[CH:3]=[CH:4][C:5]=2[F:20])([CH3:19])[N:9]=1. Procedure details: The condensation of (R)-4-(5-amino-2-fluoro-phenyl)-5,5-difluoro-4,6,6-trimethyl-5,6-dihydro-4H-[1,3]oxazin-2-ylamine (intermediate XI-2) and 5-cyano-pyridine-2-carboxylic acid following procedure I yielded the title compound as an off-white foam. MS (ISP): m/z=418.2 [M+H]+. The reactants are OC1=C2C=CNC2=CC=C1 (4-hydroxyindole), OC1CN(CC1)C(=O)OC(C)(C)C (t-butyl 3-hydroxy-1-pyrrolidinecarboxylate), C1(=CC=CC=C1)P(C1=CC=CC=C1)C1=CC=CC=C1 (triphenylphosphine), N(=NC(=O)OCC)C(=O)OCC (diethyl azodicarboxylate). Run in C1CCOC1 (THF). Run at time 2 hour. Product: N1C=CC2=C(C=CC=C12)OC1CN(CC1)C(=O)OC(C)(C)C (t-Butyl 3-(1H-Indol-4-yloxy)-1-pyrrolidinecarboxylate). Reaction SMILES: [OH:1][C:2]1[CH:10]=[CH:9][CH:8]=[C:7]2[C:3]=1[CH:4]=[CH:5][NH:6]2.O[CH:12]1[CH2:16][CH2:15][N:14]([C:17]([O:19][C:20]([CH3:23])([CH3:22])[CH3:21])=[O:18])[CH2:13]1.C1(P(C2C=CC=CC=2)C2C=CC=CC=2)C=CC=CC=1.N(C(OCC)=O)=NC(OCC)=O>C1COCC1>[NH:6]1[C:7]2[C:3](=[C:2]([O:1][CH:16]3[CH2:12][CH2:13][N:14]([C:17]([O:19][C:20]([CH3:23])([CH3:22])[CH3:21])=[O:18])[CH2:15]3)[CH:10]=[CH:9][CH:8]=2)[CH:4]=[CH:5]1. Reported procedure: A solution of 4-hydroxyindole (2.66 g, 20.0 mmol), t-butyl 3-hydroxy-1-pyrrolidinecarboxylate (7.5 g, 40.0 mmol) and triphenylphosphine (φ3P) (10.5 g 40.0 mmol) in THF is treated with diethyl azodicarboxylate (DEAC)(6.3 ml, 40.0 mmol) under nitrogen at room temperature, stirred for 2 h at room temperature and concentrated in vacuo. The resultant residue is stirred under ether, cooled and filtered. The filtercake is washed with cold ether. The filtrates are combined and concentrated in vacuo. The...